Task: describe an organic reaction: reactants, conditions, products, and yield. Dataset: the Open Reaction Database (ORD), a public repository of structured organic reaction records Reactants: CC=1C=CC(=C(C(=O)O)C1)C=1C=NC=CC1C (5-methyl-2-(4-methylpyridin-3-yl)benzoic acid), C[C@H]1[C@H](NCCC1)CNC1=NC=C(C=C1)C(F)(F)F (N-(((2S,3R)-3-methylpiperidin-2-yl)methyl)-5-(trifluoromethyl)pyridin-2-amine). Yields the product C[C@H]1[C@H](N(CCC1)C(=O)C1=C(C=CC(=C1)C)C=1C=NC=CC1C)CNC1=NC=C(C=C1)C(F)(F)F (((2S,3R)-3-Methyl-2-(((5-(trifluoromethyl)pyridin-2-yl)amino)methyl)piperidin-1-yl)(5-methyl-2-(4-methylpyridin-3-yl)phenyl)methanone). RXN SMILES: [CH3:1][C:2]1[CH:3]=[CH:4][C:5]([C:11]2[CH:12]=[N:13][CH:14]=[CH:15][C:16]=2[CH3:17])=[C:6]([CH:10]=1)[C:7]([OH:9])=O.[CH3:18][C@@H:19]1[CH2:24][CH2:23][CH2:22][NH:21][C@@H:20]1[CH2:25][NH:26][C:27]1[CH:32]=[CH:31][C:30]([C:33]([F:36])([F:35])[F:34])=[CH:29][N:28]=1>>[CH3:18][C@@H:19]1[CH2:24][CH2:23][CH2:22][N:21]([C:7]([C:6]2[CH:10]=[C:2]([CH3:1])[CH:3]=[CH:4][C:5]=2[C:11]2[CH:12]=[N:13][CH:14]=[CH:15][C:16]=2[CH3:17])=[O:9])[C@@H:20]1[CH2:25][NH:26][C:27]1[CH:32]=[CH:31][C:30]([C:33]([F:36])([F:34])[F:35])=[CH:29][N:28]=1. Reported procedure: The title compound was prepared following the same general protocol as described for Example A1, using 5-methyl-2-(4-methylpyridin-3-yl)benzoic acid and N-(((2S,3R)-3-methylpiperidin-2-yl)methyl)-5-(trifluoromethyl)pyridin-2-amine. ESI-MS (m/z): 483 [M+1]+. Starting materials: CNC, CCO, Nc1nc(N)c(-c2ccc(Cl)cc2Cl)c(CBr)n1. Product: CN(C)Cc1nc(N)nc(N)c1-c1ccc(Cl)cc1Cl. Reaction SMILES: [CH3:19][NH:20][CH3:21].[CH3:22][CH2:23][OH:24].[NH2:1][c:2]1[n:3][c:4]([CH2:17][Br:18])[c:5](-[c:9]2[c:10]([Cl:16])[cH:11][c:12]([Cl:15])[cH:13][cH:14]2)[c:6]([NH2:8])[n:7]1>>[NH2:1][c:2]1[n:3][c:4]([CH2:17][N:20]([CH3:19])[CH3:21])[c:5](-[c:9]2[c:10]([Cl:16])[cH:11][c:12]([Cl:15])[cH:13][cH:14]2)[c:6]([NH2:8])[n:7]1. The reactants are OO (H2O2), [Ce] (cerium), N[C@@H](CCSC)C(=O)O (methionine). Solvent: solution. Conditions: temperature 40 celsius. The product is N[C@@H](CCSC)C(=O)O.[Ce] (L-Methionine Cerium). As a reaction SMILES: OO.[Ce:3].[NH2:4][C@H:5]([C:10]([OH:12])=[O:11])[CH2:6][CH2:7][S:8][CH3:9]>>[NH2:4][C@H:5]([C:10]([OH:12])=[O:11])[CH2:6][CH2:7][S:8][CH3:9].[Ce:3] |f:3.4|. Reported procedure: Into a 600 ml glass beaker containing a magnetic stir bar was introduced 500 ml of high purity (HP) water. A 0.993 gm quantity of L-Methionine was dissolved in this volume. A 5.0 gm quantity of Ce(NO3)3·6(H2O) was added, thereby forming a molar ratio of ammethionineto cerium ion of 0.8. Then a 10 ml solution containing 1.2 gm of 50% H2O2 (1.5 molar ratio of H2O2 to cerium ion) was added slowly to the cerium and methionine solution mixture, and a pH of about 3.56 was recorded. The reaction produc... Reactants: CN(C(=O)CCNCc1cc(C(=O)c2ccccc2)ccc1[N+](=O)[O-])C1CCCCC1, CO, c1ccsc1. Product: CN(C(=O)CCNCc1cc(C(=O)c2ccccc2)ccc1N)C1CCCCC1. RXN SMILES: [C:1]([c:2]1[cH:3][cH:4][cH:5][cH:6][cH:7]1)(=[O:8])[c:9]1[cH:10][cH:11][c:12]([N+:29]([O-:30])=[O:31])[c:13]([CH2:14][NH:15][CH2:16][CH2:17][C:18](=[O:19])[N:20]([CH3:21])[CH:22]2[CH2:23][CH2:24][CH2:25][CH2:26][CH2:27]2)[cH:28]1.[CH3:37][OH:38].[cH:32]1[cH:33][s:34][cH:35][cH:36]1>>[C:1]([c:2]1[cH:3][cH:4][cH:5][cH:6][cH:7]1)(=[O:8])[c:9]1[cH:10][cH:11][c:12]([NH2:29])[c:13]([CH2:14][NH:15][CH2:16][CH2:17][C:18](=[O:19])[N:20]([CH3:21])[CH:22]2[CH2:23][CH2:24][CH2:25][CH2:26][CH2:27]2)[cH:28]1. Starting materials: CCCc1ccc(COc2nsnc2C2=CCCN(C)C2)s1, CCCCCc1ccc(CCCOc2nsnc2C2=CCCN(C)C2)s1, Cc1ccc(CCCOc2nsnc2C2=CCCN(C)C2)s1, CN1CCC=C(c2nsnc2SCCCN2CCOC2=O)C1, CN1CCC=C(c2nsnc2SCCCc2cccs2)C1, CN1CCC=C(c2nsnc2SCc2cccs2)C1. Yields the product CN1CCC=C(c2nsnc2OCCCc2cccs2)C1. RXN SMILES: [CH2:23]([c:24]1[s:25][c:26]([CH2:27][O:28][c:29]2[c:30]([C:31]3=[CH:37][CH2:36][CH2:35][N:33]([CH3:34])[CH2:32]3)[n:38][s:39][n:40]2)[cH:41][cH:42]1)[CH2:43][CH3:44].[CH2:45]([c:46]1[s:47][c:48]([CH2:49][CH2:50][CH2:51][O:52][c:53]2[c:54]([C:55]3=[CH:61][CH2:60][CH2:59][N:57]([CH3:58])[CH2:56]3)[n:62][s:63][n:64]2)[cH:65][cH:66]1)[CH2:67][CH2:68][CH2:69][CH3:70].[CH3:1][c:2]1[cH:3][cH:4][c:5]([CH2:7][CH2:8][CH2:9][O:10][c:11]2[n:12][s:13][n:14][c:15]2[C:16]2=[CH:21][CH2:20][CH2:19][N:18]([CH3:22])[CH2:17]2)[s:6]1.[O:111]1[CH2:112][CH2:113][N:114]([CH2:115][CH2:116][CH2:117][S:118][c:119]2[c:120]([C:121]3=[CH:127][CH2:126][CH2:125][N:123]([CH3:124])[CH2:122]3)[n:128][s:129][n:130]2)[C:131]1=[O:132].[s:71]1[cH:72][cH:73][cH:74][c:75]1[CH2:76][CH2:77][CH2:78][S:79][c:80]1[c:81]([C:82]2=[CH:88][CH2:87][CH2:86][N:84]([CH3:85])[CH2:83]2)[n:89][s:90][n:91]1.[s:92]1[cH:93][cH:94][cH:95][c:96]1[CH2:97][S:98][c:99]1[c:100]([C:101]2=[CH:107][CH2:106][CH2:105][N:103]([CH3:104])[CH2:102]2)[n:108][s:109][n:110]1>>[cH:2]1[cH:3][cH:4][c:5]([CH2:7][CH2:8][CH2:9][O:10][c:11]2[n:12][s:13][n:14][c:15]2[C:16]2=[CH:21][CH2:20][CH2:19][N:18]([CH3:22])[CH2:17]2)[s:6]1. The reactants are ClC=1C=C(C=CC1Cl)N(C(=O)C1CCN(CC1)S(=O)(=O)C)CCCN1CCC(CC1)CC1=CC=C(C=C1)C(C(C)C)=O (N-(3,4-Dichlorophenyl)-N-{3-[4-(4-isobutyrylbenzyl)-1-piperidinyl]propyl}-1-(methylsulfonyl)-4-piperidinecarboxamide), C(C)[SiH](CC)CC (triethylsilane). Solvent: FC(C(=O)O)(F)F (trifluoroacetic acid). Conditions: time 2 day. Product: ClC=1C=C(C=CC1Cl)N(C(=O)C1CCN(CC1)S(=O)(=O)C)CCCN1CCC(CC1)CC1=CC=C(C=C1)CC(C)C (N-(3,4-Dichlorophenyl)-N-{3-[4-(4-isobutylbenzyl)-1-piperidinyl]propyl}-1-(methylsulfonyl)-4-piperidinecarboxamide). The yield is 76.0%. As a reaction SMILES: [Cl:1][C:2]1[CH:3]=[C:4]([N:9]([CH2:22][CH2:23][CH2:24][N:25]2[CH2:30][CH2:29][CH:28]([CH2:31][C:32]3[CH:37]=[CH:36][C:35]([C:38](=O)[CH:39]([CH3:41])[CH3:40])=[CH:34][CH:33]=3)[CH2:27][CH2:26]2)[C:10]([CH:12]2[CH2:17][CH2:16][N:15]([S:18]([CH3:21])(=[O:20])=[O:19])[CH2:14][CH2:13]2)=[O:11])[CH:5]=[CH:6][C:7]=1[Cl:8].C([SiH](CC)CC)C>FC(F)(F)C(O)=O>[Cl:1][C:2]1[CH:3]=[C:4]([N:9]([CH2:22][CH2:23][CH2:24][N:25]2[CH2:30][CH2:29][CH:28]([CH2:31][C:32]3[CH:37]=[CH:36][C:35]([CH2:38][CH:39]([CH3:41])[CH3:40])=[CH:34][CH:33]=3)[CH2:27][CH2:26]2)[C:10]([CH:12]2[CH2:17][CH2:16][N:15]([S:18]([CH3:21])(=[O:20])=[O:19])[CH2:14][CH2:13]2)=[O:11])[CH:5]=[CH:6][C:7]=1[Cl:8]. Procedure: To a stirred solution of the title compound of example 335 (318 mg, 0.50 mmol) in trifluoroacetic acid (5 mL) was added triethylsilane (0.399 mL, 2.50 mmol),and the mixture was stirred at room temperature for 2 days. The reaction mixture was evaporated under reduced pressure, 1N aqueous sodium hydroxide (15 mL) was added and the aqueous layer was extracted with ethyl acetate (15 mL, 2×10 mL). The combined organic layers were dried over anhydrous magnesium sulfate, filtered and evaporated under r... The reactants are CCc1nc2ccccc2n1-c1nc(N2CCOCC2)c2nc(C3(OC)CN(C(=O)OC(C)(C)C)C3)n(C)c2n1, ClCCl, O=C(O)C(F)(F)F. Yields the product CCc1nc2ccccc2n1-c1nc(N2CCOCC2)c2nc(C3(OC)CNC3)n(C)c2n1. As a reaction SMILES: [C:1]([O:2][C:3](=[O:4])[N:8]1[CH2:9][C:10]([O:12][CH3:13])([c:14]2[n:15]([CH3:40])[c:16]3[n:17][c:18](-[n:29]4[c:30]([CH2:38][CH3:39])[n:31][c:32]5[c:33]4[cH:34][cH:35][cH:36][cH:37]5)[n:19][c:20]([N:23]4[CH2:24][CH2:25][O:26][CH2:27][CH2:28]4)[c:21]3[n:22]2)[CH2:11]1)([CH3:5])([CH3:6])[CH3:7].[Cl:48][CH2:49][Cl:50].[F:41][C:42]([F:43])([F:44])[C:45]([OH:46])=[O:47]>>[NH:8]1[CH2:9][C:10]([O:12][CH3:13])([c:14]2[n:15]([CH3:40])[c:16]3[n:17][c:18](-[n:29]4[c:30]([CH2:38][CH3:39])[n:31][c:32]5[c:33]4[cH:34][cH:35][cH:36][cH:37]5)[n:19][c:20]([N:23]4[CH2:24][CH2:25][O:26][CH2:27][CH2:28]4)[c:21]3[n:22]2)[CH2:11]1.